Dataset: the Open Reaction Database (ORD), a public repository of structured organic reaction records. Task: describe an organic reaction: reactants, conditions, products, and yield Reactants: [N+](=O)([O-])C1=CC=C(C(=O)Cl)C=C1 (4-nitrobenzoyl chloride), COC=1C=C(C=CC1)C1(CNCCC1)O (3-(3-methoxy-phenyl)-piperidine-3-ol). Yields the product OC1(CN(CCC1)C(=O)C1=CC=C(C=C1)[N+](=O)[O-])C1=CC(=CC=C1)OC ([3-hydroxy-3-(3-methoxyphenyl)-piperidine-1-yl]-(4-nitrophenyl)-methanone). As a reaction SMILES: [N+:1]([C:4]1[CH:12]=[CH:11][C:7]([C:8](Cl)=[O:9])=[CH:6][CH:5]=1)([O-:3])=[O:2].[CH3:13][O:14][C:15]1[CH:16]=[C:17]([C:21]2([OH:27])[CH2:26][CH2:25][CH2:24][NH:23][CH2:22]2)[CH:18]=[CH:19][CH:20]=1>>[OH:27][C:21]1([C:17]2[CH:18]=[CH:19][CH:20]=[C:15]([O:14][CH3:13])[CH:16]=2)[CH2:26][CH2:25][CH2:24][N:23]([C:8]([C:7]2[CH:11]=[CH:12][C:4]([N+:1]([O-:3])=[O:2])=[CH:5][CH:6]=2)=[O:9])[CH2:22]1. Procedure details: The compound of Example 17 was prepared according to the general preparation protocol A from 4-nitrobenzoyl chloride and 3-(3-methoxy-phenyl)-piperidine-3-ol. Starting materials: BrC=1C(=CC2=C(C=3N(CCO2)C(=C(N3)C(=O)N)C(O)C3=CC(=CC(=C3)F)F)C1)F (10-bromo-3-((3,5-difluorophenyl)(hydroxy)methyl)-9-fluoro-5,6-dihydrobenzo[f]imidazo[1,2-d][1,4]oxazepine-2-carboxamide), CC(C#C)(C)O (3-methyl-1-butyne-3-ol). Yields the product FC=1C=C(C=C(C1)F)C(C1=C(N=C2N1CCOC1=C2C=C(C(=C1)F)C#CC(C)(C)O)C(=O)N)O ((±)-3-((3,5-difluorophenyl)(hydroxy)methyl)-9-fluoro-10-(3-hydroxy-3-methylbut-1-yn-1-yl)-5,6-dihydrobenzo[f]imidazo[1,2-d][1,4]oxazepine-2-carboxamide). Yield: 45.0%. RXN SMILES: Br[C:2]1[C:3]([F:29])=[CH:4][C:5]2[O:11][CH2:10][CH2:9][N:8]3[C:12]([CH:18]([C:20]4[CH:25]=[C:24]([F:26])[CH:23]=[C:22]([F:27])[CH:21]=4)[OH:19])=[C:13]([C:15]([NH2:17])=[O:16])[N:14]=[C:7]3[C:6]=2[CH:28]=1.[CH3:30][C:31]([OH:35])([CH3:34])[C:32]#[CH:33]>>[F:27][C:22]1[CH:21]=[C:20]([CH:18]([OH:19])[C:12]2[N:8]3[CH2:9][CH2:10][O:11][C:5]4[CH:4]=[C:3]([F:29])[C:2]([C:33]#[C:32][C:31]([OH:35])([CH3:34])[CH3:30])=[CH:28][C:6]=4[C:7]3=[N:14][C:13]=2[C:15]([NH2:17])=[O:16])[CH:25]=[C:24]([F:26])[CH:23]=1. Procedure details: 3-((3,5-difluorophenyl)(hydroxy)methyl)-9-fluoro-10-(3-hydroxy-3-methylbut-1-yn-1-yl)-5,6-dihydrobenzo[f]imidazo[1,2-d][1,4]oxazepine-2-carboxamide was prepared similarly according to General Procedure G with slight modifications. 10-bromo-3-((3,5-difluorophenyl)(hydroxy)methyl)-9-fluoro-5,6-dihydrobenzo[f]imidazo[1,2-d][1,4]oxazepine-2-carboxamide was reacted with 3-methyl-1-butyne-3-ol to afford 25.7 mg of the titled compound (45% yield). M+1=472.1. 1H NMR (400 MHz, DMSO) δ 8.57 (d, J=8.4 Hz, ... Reactants: C1(=CC=CC=C1)P(C1=C(C2=CC=CC=C2C=C1)C1=C(C=CC2=CC=CC=C12)P(C1=CC=CC=C1)C1=CC=CC=C1)C1=CC=CC=C1 (2,2′-bis-diphenylphosphanyl-[1,1′]binaphthalenyl), ClC=1N=C(C2=C(N1)N(C=C2C2=CC1=C(N=C(O1)C)C=C2)COCC[Si](C)(C)C)OC2CCCC2 (6-(2-chloro-4-(cyclopentyloxy)-7-((2-(trimethylsilyl)ethoxy)methyl)-7H-pyrrolo[2,3-d]pyrimidin-5-yl)-2-methylbenzo[d]oxazole), NC1=C(C=C(C=C1)C(=O)N1CC1)OC ((4-amino-3-methoxyphenyl)(aziridin-1-yl)methanone), C([O-])([O-])=O.[Cs+].[Cs+] (cesium carbonate). The reagents and catalysts are C(C)(=O)[O-].[Pd+2].C(C)(=O)[O-] (palladium acetate). The solvent is O1CCOCC1 (1,4-dioxane). Reaction conditions: temperature 100 celsius, time 2 hour. Yields the product N1(CC1)C(=O)C1=CC(=C(C=C1)NC=1N=C(C2=C(N1)N(C=C2C2=CC1=C(N=C(O1)C)C=C2)COCC[Si](C)(C)C)OC2CCCC2)OC (Aziridin-1-yl(4-((4-(cyclopentyloxy)-5-(2-methylbenzo[d]oxazol-6-yl)-7-((2-(trimethylsilyl)ethoxy)methyl)-7H-pyrrolo[2,3-d]pyrimidin-2-yl)amino)-3-methoxyphenyl)methanone). RXN SMILES: Cl[C:2]1[N:3]=[C:4]([O:29][CH:30]2[CH2:34][CH2:33][CH2:32][CH2:31]2)[C:5]2[C:10]([C:11]3[CH:20]=[CH:19][C:14]4[N:15]=[C:16]([CH3:18])[O:17][C:13]=4[CH:12]=3)=[CH:9][N:8]([CH2:21][O:22][CH2:23][CH2:24][Si:25]([CH3:28])([CH3:27])[CH3:26])[C:6]=2[N:7]=1.[NH2:35][C:36]1[CH:41]=[CH:40][C:39]([C:42]([N:44]2[CH2:46][CH2:45]2)=[O:43])=[CH:38][C:37]=1[O:47][CH3:48].C(=O)([O-])[O-].[Cs+].[Cs+].C1(P(C2C=CC=CC=2)C2C=CC3C(=CC=CC=3)C=2C2C3C(=CC=CC=3)C=CC=2P(C2C=CC=CC=2)C2C=CC=CC=2)C=CC=CC=1>O1CCOCC1.C([O-])(=O)C.[Pd+2].C([O-])(=O)C>[N:44]1([C:42]([C:39]2[CH:40]=[CH:41][C:36]([NH:35][C:2]3[N:3]=[C:4]([O:29][CH:30]4[CH2:34][CH2:33][CH2:32][CH2:31]4)[C:5]4[C:10]([C:11]5[CH:20]=[CH:19][C:14]6[N:15]=[C:16]([CH3:18])[O:17][C:13]=6[CH:12]=5)=[CH:9][N:8]([CH2:21][O:22][CH2:23][CH2:24][Si:25]([CH3:28])([CH3:26])[CH3:27])[C:6]=4[N:7]=3)=[C:37]([O:47][CH3:48])[CH:38]=2)=[O:43])[CH2:46][CH2:45]1 |f:2.3.4,7.8.9|. Procedure: To a degassed mixture of 6-(2-chloro-4-(cyclopentyloxy)-7-((2-(trimethylsilyl)ethoxy)methyl)-7H-pyrrolo[2,3-d]pyrimidin-5-yl)-2-methylbenzo[d]oxazole (1 equiv), (4-amino-3-methoxyphenyl)(aziridin-1-yl)methanone (1.2 equiv) and cesium carbonate (3 equiv) in 1,4-dioxane (0.1 M) was added palladium acetate (0.2 equiv) and 2,2′-bis-diphenylphosphanyl-[1,1′]binaphthalenyl (0.2 equiv). The reaction was stirred at 100° C. for 2 h. The reaction mixture was concentrated and the residue was purified by si... The reactants are CN=C=S (methyl isothiocyanate), O (water), FC1=CC=C(CN2CC(OCC2)CNC(=C(C(=O)OCC)C#N)NC)C=C1 (ethyl 3-[4-(p-fluorobenzyl)-2-morpholinylmethylamino]-3-methylamino-2-cyanoacrylate), [H-].[Na+] (sodium hydride). The solvent is CN(C)C=O (DMF), CN(C)C=O (DMF). Reaction conditions: time 1 hour. Yields the product C(#N)C=1C(N(C(N(C1NCC1CN(CCO1)CC1=CC=C(C=C1)F)C)=S)C)=O (5-Cyano-6-[4-(p-fluorobenzyl)-2-morpholinylmethylamino]-1,3-dimethyl-2-thioxo-2,3-dihydro-4(1H)-pyrimidinone). Yield: 90.0%. RXN SMILES: [F:1][C:2]1[CH:27]=[CH:26][C:5]([CH2:6][N:7]2[CH2:12][CH2:11][O:10][CH:9]([CH2:13][NH:14][C:15]([NH:24][CH3:25])=[C:16]([C:22]#[N:23])[C:17]([O:19]CC)=O)[CH2:8]2)=[CH:4][CH:3]=1.[H-].[Na+].[CH3:30][N:31]=[C:32]=[S:33].O>CN(C=O)C>[C:22]([C:16]1[C:17](=[O:19])[N:31]([CH3:30])[C:32](=[S:33])[N:24]([CH3:25])[C:15]=1[NH:14][CH2:13][CH:9]1[O:10][CH2:11][CH2:12][N:7]([CH2:6][C:5]2[CH:4]=[CH:3][C:2]([F:1])=[CH:27][CH:26]=2)[CH2:8]1)#[N:23] |f:1.2|. Reported procedure: To a solution of ethyl 3-[4-(p-fluorobenzyl)-2-morpholinylmethylamino]-3-methylamino-2-cyanoacrylate (1.00 g, 2.66 mmol) in DMF (10 ml) was added under ice-cooling sodium hydride (0.11 g, 2.66 mmol) and the mixture was stirred for one hour. To the reaction mixture was added dropwise a solution of methyl isothiocyanate (0.19 g, 2.66 mmol) in DMF (1 ml) and the mixture was stirred under ice-cooling for 8.5 hours. Then, the reaction mixture was poured into water (30 ml) and extracted with chlorofor... The reactants are C1(=CC=CC=C1)C=1NC=2C=CC=C3C2C1CCNC3=O (2-Phenyl-3,4,5,6-tetrahydro-1H-azepino[5,4,3-cd]indol-6-one), tricyclic bromide, C(=O)C=1C=C(C=CC1)B(O)O (3-formylbenzeneboronic acid). The product is C(=O)C=1C=C(C=CC1)C=1NC=2C=CC=C3C2C1CCNC3=O (2-(3-formylphenyl)-3,4,5,6-tetrahydro-1H-azepino[5,4,3-cd]indol-6-one). As a reaction SMILES: [C:1]1([C:7]2[NH:8][C:9]3[CH:10]=[CH:11][CH:12]=[C:13]4[C:19](=[O:20])[NH:18][CH2:17][CH2:16][C:15]=2[C:14]=34)[CH:6]=[CH:5][CH:4]=[CH:3][CH:2]=1.[CH:21](C1C=C(B(O)O)C=CC=1)=[O:22]>>[CH:21]([C:5]1[CH:6]=[C:1]([C:7]2[NH:8][C:9]3[CH:10]=[CH:11][CH:12]=[C:13]4[C:19](=[O:20])[NH:18][CH2:17][CH2:16][C:15]=2[C:14]=34)[CH:2]=[CH:3][CH:4]=1)=[O:22]. Procedure details: In a manner similar to that described above for Compound 12, the tricyclic bromide (381 mg, 1.44 mmol) and 3-formylbenzeneboronic acid (345 mg, 2.16 mmol) were coupled to yield 2-(3-formylphenyl)-3,4,5,6-tetrahydro-1H-azepino[5,4,3-cd]indol-6-one 15, 346 mg (83%), as a tan solid. 1H NMR (300 MHz, d6-DMSO) δ 2.86 (m, 2H), 3.16 (m, 2H), 7.01 (t, 1H, J=7.8 Hz), 7.34 (d, 1H, J=7.3 Hz), 7.50 (m, 2H), 7.73 (m, 2H), 7.85 (br t, 1H), 7.94 (s, 1H), 9.88 (s, 1H), 11.50 (br s, 1H). Starting materials: FC1=C(C=CC2=C1C(=C(O2)C2=CC=C(C=C2)F)C(NC)=O)C=2C=C(C(=O)O)C=CC2C (3-(4-fluoro-2-(4-fluorophenyl)-3-(methylcarbamoyl)benzofuran-5-yl)-4-methylbenzoic acid), CC=1N=CC(=NC1)C1(CC1)N (1-(5-methylpyrazin-2-yl)cyclopropanamine). Yields the product CC=1N=CC(=NC1)C#N (5-methylpyrazine-2-carbonitrile). RXN SMILES: FC1C2C(C(=O)NC)=C(C3C=CC(F)=CC=3)OC=2C=CC=1C1C=C(C=CC=1C)C(O)=O.[CH3:32][C:33]1[N:34]=[CH:35][C:36]([C:39]2([NH2:42])CC2)=[N:37][CH:38]=1>>[CH3:32][C:33]1[N:34]=[CH:35][C:36]([C:39]#[N:42])=[N:37][CH:38]=1. Reported procedure: This example was prepared from the coupling of 3-(4-fluoro-2-(4-fluorophenyl)-3-(methylcarbamoyl)benzofuran-5-yl)-4-methylbenzoic acid with 1-(5-methylpyrazin-2-yl)cyclopropanamine (obtained from 5-methylpyrazine-2-carbonitrile by the reaction using Ti(OiPr)4/EtMgBr/BF3OEt2), and was isolated as a TFA salt after purification by Shimadzu-VP preparative reverse phase HPLC using the separation method: Solvent A=10% MeOH-90% H2O-0.1% TFA, Solvent B=90% MeOH-10% H2O-0.1% TFA, Start % B=50, Final % B=...